Dataset: the Open Reaction Database (ORD), a public repository of structured organic reaction records. Task: describe an organic reaction: reactants, conditions, products, and yield Reactants: O (water), C(C1=CC=CC=C1)OC(=O)NC=1C(=NC2=CC(=CC=C2C1)Br)C(=O)NC=1C=NC=CC1N1C[C@H]([C@H]([C@H](C1)C)NC(OC)=O)NC(OC(C)(C)C)=O (tert-butyl methyl [(3R,4S,5S)-1-(3-{[(3-{[(benzyloxy)carbonyl]amino}-7-bromoquinolin-2-yl)carbonyl]amino}pyridin-4-yl)-5-methylpiperidine-3,4-diyl]biscarbamate), CC1(OB(OC1(C)C)C=1CCOCC1)C (4-(4,4,5,5-tetramethyl-1,3,2-dioxaborolan-2-yl)-3,6-dihydro-2H-pyran), [O-]P(=O)([O-])[O-].[K+].[K+].[K+] (K3PO4). The reagents and catalysts are C1(CCCCC1)P(C1=C(C=CC=C1)C1=C(C=C(C=C1C(C)C)C(C)C)C(C)C)C1CCCCC1.NC1=C(C=CC=C1)C1=C(C=CC=C1)[Pd]Cl (dicyclohexyl(2′,4′,6′-triisopropylbiphenyl-2-yl)phosphine (2′-aminobiphenyl-2-yl)(chloro)palladium). Solvent: O1CCOCC1 (1,4-dioxane). Reaction conditions: temperature 60 celsius. Product: C(C1=CC=CC=C1)OC(=O)NC=1C(=NC2=CC(=CC=C2C1)C=1CCOCC1)C(=O)NC=1C=NC=CC1N1C[C@H]([C@H]([C@H](C1)C)NC(OC)=O)NC(OC(C)(C)C)=O (tert-Butyl methyl {(3R,4S,5S)-1-[3-({[3-{[(benzyloxy)carbonyl]amino}-7-(3,6-dihydro-2H-pyran-4-yl)quinolin-2-yl]carbonyl}amino)pyridin-4-yl]-5-methylpiperidine-3,4-diyl}biscarbamate). Yield: 31.4%. Reaction SMILES: CC1(C)C(C)(C)OB([C:9]2[CH2:10][CH2:11][O:12][CH2:13][CH:14]=2)O1.[O-]P([O-])([O-])=O.[K+].[K+].[K+].[CH2:24]([O:31][C:32]([NH:34][C:35]1[C:36]([C:46]([NH:48][C:49]2[CH:50]=[N:51][CH:52]=[CH:53][C:54]=2[N:55]2[CH2:60][C@H:59]([CH3:61])[C@H:58]([NH:62][C:63](=[O:66])[O:64][CH3:65])[C@H:57]([NH:67][C:68](=[O:74])[O:69][C:70]([CH3:73])([CH3:72])[CH3:71])[CH2:56]2)=[O:47])=[N:37][C:38]2[C:43]([CH:44]=1)=[CH:42][CH:41]=[C:40](Br)[CH:39]=2)=[O:33])[C:25]1[CH:30]=[CH:29][CH:28]=[CH:27][CH:26]=1.O>O1CCOCC1.C1(P(C2CCCCC2)C2C=CC=CC=2C2C(C(C)C)=CC(C(C)C)=CC=2C(C)C)CCCCC1.NC1C=CC=CC=1C1C=CC=CC=1[Pd]Cl>[CH2:24]([O:31][C:32]([NH:34][C:35]1[C:36]([C:46]([NH:48][C:49]2[CH:50]=[N:51][CH:52]=[CH:53][C:54]=2[N:55]2[CH2:60][C@H:59]([CH3:61])[C@H:58]([NH:62][C:63](=[O:66])[O:64][CH3:65])[C@H:57]([NH:67][C:68](=[O:74])[O:69][C:70]([CH3:73])([CH3:72])[CH3:71])[CH2:56]2)=[O:47])=[N:37][C:38]2[C:43]([CH:44]=1)=[CH:42][CH:41]=[C:40]([C:9]1[CH2:10][CH2:11][O:12][CH2:13][CH:14]=1)[CH:39]=2)=[O:33])[C:25]1[CH:26]=[CH:27][CH:28]=[CH:29][CH:30]=1 |f:1.2.3.4,8.9|. Reported procedure: A vial was charged with 4-(4,4,5,5-tetramethyl-1,3,2-dioxaborolan-2-yl)-3,6-dihydro-2H-pyran (104 mg, 0.493 mmol), dicyclohexyl(2′,4′,6′-triisopropylbiphenyl-2-yl)phosphine-(2′-aminobiphenyl-2-yl)(chloro)palladium (1:1) (35 mg, 0.045 mmol), and K3PO4 (180 mg, 0.849 mmol). The vial was sealed with a septum and purged with nitrogen three times). A solution of tert-butyl methyl [(3R,4S,5S)-1-(3-{[(3-{[(benzyloxy)carbonyl]amino}-7-bromoquinolin-2-yl)carbonyl]amino}pyridin-4-yl)-5-methylpiperidine-3,... Reactants: FC1=CC=C(CC2=CN=C3C(=C(C(N(C3=C2)CCN2C(CCC2)=O)=O)C(=O)OCC)O)C=C1 (ethyl 7-(4-fluorobenzyl)-4-hydroxy-2-oxo-1-[2-(2-oxopyrrolidin-1-yl)ethyl]-1,2-dihydro-1,5-naphthyridine-3-carboxylate), NC(CO)C(C)C (2-amino-3-methyl-1-butanol). Yields the product FC1=CC=C(C=C1)CC1=CN=C2C(=C(C(N(C2=C1)CCN1C(CCC1)=O)=O)C(=O)NC(C(C)C)CO)O (7-[(4-fluorophenyl)methyl]-4-hydroxy-N-[1-(hydroxymethyl)-2-methylpropyl]-2-oxo-1-[2-(2-oxo-1-pyrrolidinyl)ethyl]-1,2-dihydro-1,5-naphthyridine-3-carboxamide). Reaction SMILES: [F:1][C:2]1[CH:33]=[CH:32][C:5]([CH2:6][C:7]2[CH:16]=[C:15]3[C:10]([C:11]([OH:31])=[C:12]([C:26](OCC)=[O:27])[C:13](=[O:25])[N:14]3[CH2:17][CH2:18][N:19]3[CH2:23][CH2:22][CH2:21][C:20]3=[O:24])=[N:9][CH:8]=2)=[CH:4][CH:3]=1.[NH2:34][CH:35]([CH:38]([CH3:40])[CH3:39])[CH2:36][OH:37]>>[F:1][C:2]1[CH:3]=[CH:4][C:5]([CH2:6][C:7]2[CH:16]=[C:15]3[C:10]([C:11]([OH:31])=[C:12]([C:26]([NH:34][CH:35]([CH2:36][OH:37])[CH:38]([CH3:40])[CH3:39])=[O:27])[C:13](=[O:25])[N:14]3[CH2:17][CH2:18][N:19]3[CH2:23][CH2:22][CH2:21][C:20]3=[O:24])=[N:9][CH:8]=2)=[CH:32][CH:33]=1. Procedure details: This compound was prepared from ethyl 7-(4-fluorobenzyl)-4-hydroxy-2-oxo-1-[2-(2-oxopyrrolidin-1-yl)ethyl]-1,2-dihydro-1,5-naphthyridine-3-carboxylate and 2-amino-3-methyl-1-butanol using conditions similar to those employed in Example 563 to provide a white solid: 1H NMR (d6-DMSO) δ 10.38 (1H, d, J=9 Hz), 8.55 (1H, s), 8.14 (1H, s), 7.40 (2H, dd, J=6, 9 Hz), 7.13 (2H, t, J=9 Hz), 4.87 (1H, t, J=5 Hz), 4.30-4.50 (2H, m), 4.16 (2H, s), 3.79-3.87 (1H, m), 3.32-3.60 (7H, m), 1.89-2.04 (2H, m), 1.71... The reactants are N1C(C2(C3=CC=CC=C13)COC=1C2=CC2=C(OCO2)C1)=O (spiro[furo[2,3-f][1,3]benzodioxole-7,3′-indol]-2′(1′H)-one), BrCC=1OC(=CC1)C(F)(F)F (2-(bromomethyl)-5-(trifluoromethyl)furan), CC1(C=2C(OC1)=CC=1OCC3(C(NC4=CC=CC=C34)=O)C1C2)C (5,5-dimethyl-5,6-dihydrospiro[benzo[1,2-b:5,4-b′]difuran-3,3′-indol]-2′(1′H)-one), BrCC1=CC(=CC=C1)OC(F)(F)F (1-(bromomethyl)-3-(trifluoromethoxy)benzene). The product is FC(OC=1C=C(CN2C(C3(C4=CC=CC=C24)COC=2C3=CC3=C(OCO3)C2)=O)C=CC1)(F)F (1′[3-(trifluoromethoxy)benzyl]spiro[furo[2,3-f][1,3]benzodioxole-7,3′-indol]-2′(1′H)-one). RXN SMILES: [NH:1]1[C:9]2[C:4](=[CH:5][CH:6]=[CH:7][CH:8]=2)[C:3]2([C:13]3=[CH:14][C:15]4[O:19][CH2:18][O:17][C:16]=4[CH:20]=[C:12]3[O:11][CH2:10]2)[C:2]1=[O:21].CC1(C)COC2=CC3OCC4(C=3C=C12)C1C(=CC=CC=1)NC4=O.Br[CH2:46][C:47]1[CH:52]=[CH:51][CH:50]=[C:49]([O:53][C:54]([F:57])([F:56])[F:55])[CH:48]=1.BrCC1OC(C(F)(F)F)=CC=1>>[F:55][C:54]([F:56])([F:57])[O:53][C:49]1[CH:48]=[C:47]([CH:52]=[CH:51][CH:50]=1)[CH2:46][N:1]1[C:9]2[C:4](=[CH:5][CH:6]=[CH:7][CH:8]=2)[C:3]2([C:13]3=[CH:14][C:15]4[O:19][CH2:18][O:17][C:16]=4[CH:20]=[C:12]3[O:11][CH2:10]2)[C:2]1=[O:21]. Procedure details: Following the procedure described in EXAMPLE 10.21, and making non-critical variations using spiro[furo[2,3-f][1,3]benzodioxole-7,3′-indol]-2′(1′H)-one to replace 5,5-dimethyl-5,6-dihydrospiro[benzo[1,2-b:5,4-b′]difuran-3,3′-indol]-2′(1′H)-one, and 1-(bromomethyl)-3-(trifluoromethoxy)benzene to replace 2-(bromomethyl)-5-(trifluoromethyl)furan, the title compound was obtained (65%) as a white solid: mp 88-91° C.; MS (ES+) m/z 456.3 (M+1). Reactants: C(C1=CC=CC=C1)N1C(CCCC1)=O (1-Benzyl-piperidin-2-one), [NH4+].[Cl-] (NH4Cl), BrCC1=CC2=C(OCO2)C=C1 (5-bromomethyl-benzo[1,3]dioxole), [Li]CCCC (BuLi), solution. Run in C1CCOC1 (THF), C1CCOC1 (THF), C1CCCCC1 (cyclohexane). Run at temperature -70 celsius, time 30 minute. Yields the product O1COC2=C1C=CC(=C2)CC2C(N(CCC2)CC2=CC=CC=C2)=O (3-benzo[1,3]dioxol-5-ylmethyl-1-benzyl-piperidin-2-one). As a reaction SMILES: [CH2:1]([N:8]1[CH2:13][CH2:12][CH2:11][CH2:10][C:9]1=[O:14])[C:2]1[CH:7]=[CH:6][CH:5]=[CH:4][CH:3]=1.[Li]CCCC.Br[CH2:21][C:22]1[CH:30]=[CH:29][C:25]2[O:26][CH2:27][O:28][C:24]=2[CH:23]=1.[NH4+].[Cl-]>C1CCCCC1.C1COCC1>[O:26]1[C:25]2[CH:29]=[CH:30][C:22]([CH2:21][CH:10]3[CH2:11][CH2:12][CH2:13][N:8]([CH2:1][C:2]4[CH:7]=[CH:6][CH:5]=[CH:4][CH:3]=4)[C:9]3=[O:14])=[CH:23][C:24]=2[O:28][CH2:27]1 |f:3.4|. Procedure: 1-Benzyl-piperidin-2-one (4.8 g, 25.4 mmol) in abs. THF (200 ml) is cooled to −70° C.; sec.-BuLi (23.4 ml of a 1.3 M solution in cyclohexane; 30.4 mmol) is added dropwise under an Ar atmosphere and the mixture is stirred at −70° C. for 30 min. A solution of 5-bromomethyl-benzo[1,3]dioxole (see Harrowven et al., Tetrahedron (2001), 57(29), 4447) (8.0 g, 37.2 mmol) in abs. THF (80 ml) is added dropwise, stirring is continued at −70° C. for 3 h, then at rt for 15 h. sat. aq. NH4Cl solution is added...